Dataset: the Open Reaction Database (ORD), a public repository of structured organic reaction records. Task: describe an organic reaction: reactants, conditions, products, and yield Reactants: BrC=1C=C2C(C3(CC3)COC2=CC1)(C(CO)(F)F)NC(=S)NC(C1=CC=CC=C1)=O (N-{[6-bromo-4-(1,1-difluoro-2-hydroxyethyl)-4H-spiro[chromene-3,1′-cyclopropan]-4-yl]carbamothioyl}benzamide), ClC(=C(C)C)N(C)C (1-chloro-N,N,2-trimethylprop-1-en-1-amine), C(=O)([O-])[O-].[K+].[K+] (K2CO3). The solvent is C(Cl)Cl (CH2Cl2). Run at time 17 hour. The product is BrC=1C=C2C(=CC1)OCC1(CC1)C21N=C(SCC1(F)F)NC(C1=CC=CC=C1)=O (N-(6′-bromo-5″,5″-difluoro-5″,6″-dihydrodispiro[cyclopropane-1,3′-chromene-4′,4″-[1,3]thiazin]-2″-yl)benzamide). The yield is 60.4%. As a reaction SMILES: [Br:1][C:2]1[CH:3]=[C:4]2[C:11](=[CH:12][CH:13]=1)[O:10][CH2:9][C:6]1([CH2:8][CH2:7]1)[C:5]2([NH:19][C:20]([NH:22][C:23](=[O:30])[C:24]1[CH:29]=[CH:28][CH:27]=[CH:26][CH:25]=1)=[S:21])[C:14]([F:18])([F:17])[CH2:15]O.ClC(N(C)C)=C(C)C.C([O-])([O-])=O.[K+].[K+]>C(Cl)Cl>[Br:1][C:2]1[CH:3]=[C:4]2[C:5]3([C:14]([F:17])([F:18])[CH2:15][S:21][C:20]([NH:22][C:23](=[O:30])[C:24]4[CH:25]=[CH:26][CH:27]=[CH:28][CH:29]=4)=[N:19]3)[C:6]3([CH2:7][CH2:8]3)[CH2:9][O:10][C:11]2=[CH:12][CH:13]=1 |f:2.3.4|. Reported procedure: Under ice cooling, to a solution of N-{[6-bromo-4-(1,1-difluoro-2-hydroxyethyl)-4H-spiro[chromene-3,1′-cyclopropan]-4-yl]carbamothioyl}benzamide (340 mg, 0.684 mmol) in CH2Cl2 (9 mL) was added 1-chloro-N,N,2-trimethylprop-1-en-1-amine (206 mg, 1.54 mmol), and the mixture was stirred for 17 hours at room temperature. Ice was added and the mixture was neutralized by 10% aqueous K2CO3 and extracted with CH2Cl2. The organic layer was washed with brine and dried over MgSO4 and concentrated. The resid... Reactants: C(C)(=O)C=1C=C2CC(NC2=CC1)=O (5-Acetyl-2-oxindole), FC(C(=O)O)(F)F (trifluoroacetic acid), C(C)[SiH](CC)CC (triethylsilane), C(C)[SiH](CC)CC (triethylsilane), ice water. Reaction conditions: time 5 hour. Yields the product C(C)C=1C=C2CC(NC2=CC1)=O (5-ethyl-2-oxindole). Isolated yield 70.6%. As a reaction SMILES: [C:1]([C:4]1[CH:5]=[C:6]2[C:10](=[CH:11][CH:12]=1)[NH:9][C:8](=[O:13])[CH2:7]2)(=O)[CH3:2].FC(F)(F)C(O)=O.C([SiH](CC)CC)C>>[CH2:1]([C:4]1[CH:5]=[C:6]2[C:10](=[CH:11][CH:12]=1)[NH:9][C:8](=[O:13])[CH2:7]2)[CH3:2]. Procedure details: 5-Acetyl-2-oxindole (2 g) and 15 ml of trifluoroacetic acid in an ice bath was slowly treated with 1.8 g of triethylsilane and then stirred at room temperature for 5 hours. One ml of triethylsilane was added and stirring continued overnight. The reaction mixture was poured into ice water and the resulting precipitate collected by vacuum filtration, washed copiously with water and dried under vacuum to give 1.3 g (71% yield) of 5-ethyl-2-oxindole as a yellow solid. Starting materials: ice water, C(C1=CC=CC=C1)N(CC1=CC=CC=C1)[C@@H](CC1=CC=CC=C1)C(C=C(CC1=CC=CC=C1)N)=O ((2S)-2-(N,N-dibenzylamino)-5-amino-1,6-diphenyl-4-hexene-3-one), N1=CC=CC=C1 (pyridine), C(C)(=O)Cl (Acetyl chloride), resultant mixture. Solvent: C1(=CC=CC=C1)C (toluene). Conditions: temperature 25 celsius, time 16 hour. Yields the product C(C1=CC=CC=C1)N(CC1=CC=CC=C1)[C@@H](CC1=CC=CC=C1)C(C=C(CC1=CC=CC=C1)NC(C)=O)=O ((2S)-2-(N,N-dibenzylamino)-5-acetylamino-1,6-diphenyl-4-hexen-3-one). The yield is 90.6%. Reaction SMILES: [CH2:1]([N:8]([C@H:16]([C:24](=[O:35])[CH:25]=[C:26]([NH2:34])[CH2:27][C:28]1[CH:33]=[CH:32][CH:31]=[CH:30][CH:29]=1)[CH2:17][C:18]1[CH:23]=[CH:22][CH:21]=[CH:20][CH:19]=1)[CH2:9][C:10]1[CH:15]=[CH:14][CH:13]=[CH:12][CH:11]=1)[C:2]1[CH:7]=[CH:6][CH:5]=[CH:4][CH:3]=1.N1C=CC=CC=1.[C:42](Cl)(=[O:44])[CH3:43]>C1(C)C=CC=CC=1>[CH2:1]([N:8]([C@H:16]([C:24](=[O:35])[CH:25]=[C:26]([NH:34][C:42](=[O:44])[CH3:43])[CH2:27][C:28]1[CH:33]=[CH:32][CH:31]=[CH:30][CH:29]=1)[CH2:17][C:18]1[CH:19]=[CH:20][CH:21]=[CH:22][CH:23]=1)[CH2:9][C:10]1[CH:15]=[CH:14][CH:13]=[CH:12][CH:11]=1)[C:2]1[CH:7]=[CH:6][CH:5]=[CH:4][CH:3]=1. Reported procedure: (2S)-2-(N,N-dibenzylamino)-5-amino-1,6-diphenyl-4-hexene-3-one (100.0 g, 214.1 mmol) was dissolved in toluene (500 ml), to which pyridine (10 ml, 124.3 mmol) was added under a nitrogen stream. Acetyl chloride (25.7 g, 321.1 mmol) was slowly added to the resultant mixture while chilling with ice water so as not to raise the temperature above 10° C. The reaction mixture was further stirred at 50° C. for 5 hours and 25° C. for 16 hours. The mixture was then washed twice with a small amount of a 10%... Starting materials: NC=1C=CC=C2C=NN(C(C12)=O)C1=CC=C(C=C1)C(C)(C)C (8-amino-2-(4-tert-butyl-phenyl)-2H-phthalazin-1-one), N1C=C(C=2C1=NC=CC2)C=O (1H-pyrrolo[2,3-b]pyridine-3-carbaldehyde), [BH-](OC(=O)C)(OC(=O)C)OC(=O)C.[Na+] (NaBH(OAc)3). Run in C(Cl)Cl (CH2Cl2). Reaction conditions: time 12 hour. Yields the product CC(C)(C)C1=CC=C(C=C1)N1C(C2=C(C=CC=C2C=N1)NCC1=CNC2=NC=CC=C21)=O (2-(4-(1,1-Dimethylethyl)phenyl)-8-((1H-pyrrolo[2,3-b]pyridin-3-ylmethyl)amino)-1(2H)-phthalazinone). As a reaction SMILES: [NH2:1][C:2]1[CH:3]=[CH:4][CH:5]=[C:6]2[C:11]=1[C:10](=[O:12])[N:9]([C:13]1[CH:18]=[CH:17][C:16]([C:19]([CH3:22])([CH3:21])[CH3:20])=[CH:15][CH:14]=1)[N:8]=[CH:7]2.[NH:23]1[C:27]2=[N:28][CH:29]=[CH:30][CH:31]=[C:26]2[C:25]([CH:32]=O)=[CH:24]1.[BH-](OC(C)=O)(OC(C)=O)OC(C)=O.[Na+]>C(Cl)Cl>[CH3:20][C:19]([C:16]1[CH:15]=[CH:14][C:13]([N:9]2[N:8]=[CH:7][C:6]3[C:11](=[C:2]([NH:1][CH2:32][C:25]4[C:26]5[C:27](=[N:28][CH:29]=[CH:30][CH:31]=5)[NH:23][CH:24]=4)[CH:3]=[CH:4][CH:5]=3)[C:10]2=[O:12])=[CH:18][CH:17]=1)([CH3:22])[CH3:21] |f:2.3|. Procedure: To a solution of 8-amino-2-(4-tert-butyl-phenyl)-2H-phthalazin-1-one (Example 1, Step E, 0.36 g, 1.1 mmol, 1 eq) and CH2Cl2 (50 mL) was added 1H-pyrrolo[2,3-b]pyridine-3-carbaldehyde (0.16 g, 1.1 mmol, 1 eq) and NaBH(OAc)3 (0.72 g, 3.4 mmol, 3.0 eq). The reaction was stirred at RT for 12 h then quenched with H2O and extracted with CH2Cl2. The organic layer was washed with H2O and brine, dried (MgSO4) and concentrated in vacuo. The residue was purified by silica flash chromatography (10-75% EtOAc...